This data is from the Open Reaction Database (ORD), a public repository of structured organic reaction records. The task is: describe an organic reaction: reactants, conditions, products, and yield Starting materials: C(C1=CC=CC=C1)OC(NC1(CCNCC1)C)=O ((4-methyl-piperidin-4-yl)-carbamic acid benzyl ester), ClC1=NC=CC(=C1)C#N (2-chloro-4-cyanopyridine), C(C)(C)N(CC)C(C)C (diisopropylethylamine). Run in O1CCOCC1 (dioxane). Yields the product C(C1=CC=CC=C1)OC(NC1(CCN(CC1)C1=NC=CC(=C1)C#N)C)=O ((4′-Cyano-4-methyl-3,4,5,6-tetrahydro-2H-[1,2′]bipyridinyl-4-yl)-carbamic acid benzyl ester). The yield is 55.9%. RXN SMILES: [CH2:1]([O:8][C:9](=[O:18])[NH:10][C:11]1([CH3:17])[CH2:16][CH2:15][NH:14][CH2:13][CH2:12]1)[C:2]1[CH:7]=[CH:6][CH:5]=[CH:4][CH:3]=1.Cl[C:20]1[CH:25]=[C:24]([C:26]#[N:27])[CH:23]=[CH:22][N:21]=1.C(N(C(C)C)CC)(C)C>O1CCOCC1>[CH2:1]([O:8][C:9](=[O:18])[NH:10][C:11]1([CH3:17])[CH2:16][CH2:15][N:14]([C:20]2[CH:25]=[C:24]([C:26]#[N:27])[CH:23]=[CH:22][N:21]=2)[CH2:13][CH2:12]1)[C:2]1[CH:7]=[CH:6][CH:5]=[CH:4][CH:3]=1. Procedure details: A solution of (4-methyl-piperidin-4-yl)-carbamic acid benzyl ester (310 mg, 1.25 mmol, Example 30B), 2-chloro-4-cyanopyridine (250 mg, 1.8 mmol) and diisopropylethylamine (280 μL) in dioxane (6 mL) was heated in a sealed tube at 90° C. for 3 days. The reaction mixture was cooled, concentrated, and then flash chromatographed using a gradient of 5% ethyl acetate/hexane to 30% ethyl acetate/hexane to provide the titled compound (245 mg) as a colorless foam. MS (CI) m/z 350 (M+H)+; 1H NMR (300 MHz, ... The reactants are CCCCN1CCCC[C@H]1C(=O)NC=2C(=CC=CC2C)C.Cl (levobupivacaine HCl), C(ON1C(CCC1=O)=O)([O-])=O (succinimidyl carbonate), PEG-SH, C([O-])([O-])=O (carbonate). The product is CCCCN1CCCC[C@H]1C(=O)NC=2C(=CC=CC2C)C (Levobupivacaine). As a reaction SMILES: [CH3:1][CH2:2][CH2:3][CH2:4][N:5]1[C@H:10]([C:11]([NH:13][C:14]2[C:15]([CH3:21])=[CH:16][CH:17]=[CH:18][C:19]=2[CH3:20])=[O:12])[CH2:9][CH2:8][CH2:7][CH2:6]1.Cl.C(=O)([O-])ON1C(=O)CCC1=O.C(=O)([O-])[O-]>>[CH3:1][CH2:2][CH2:3][CH2:4][N:5]1[C@H:10]([C:11]([NH:13][C:14]2[C:15]([CH3:21])=[CH:16][CH:17]=[CH:18][C:19]=2[CH3:20])=[O:12])[CH2:9][CH2:8][CH2:7][CH2:6]1 |f:0.1|. Reported procedure: In a first vial, levobupivacaine-HCl (25 mg), 4-arm PEG succinimidyl carbonate (60 mg) and 4-arm PEG-SH (60 mg) were dissolved in 250 μL of pH 2.2 buffer. This solution was combined with an equal volume of carbonate buffer (pH 9.7) through a spray kit. Levobupivacaine precipitated within the gel upon mixing. The levobupivacaine-loaded TC gel swelled 2-2.5 times its original volume. The reactants are O=C1CCC(=O)N1Br, O=C(OOC(=O)c1ccccc1)c1ccccc1, COc1cc(C)ccc1OC(=O)c1ccccc1. Yields the product COc1cc(CBr)ccc1OC(=O)c1ccccc1. Reaction SMILES: [Br:37][N:38]1[C:39](=[O:40])[CH2:41][CH2:42][C:43]1=[O:44].[C:19]([O:20][O:21][C:22](=[O:23])[c:24]1[cH:25][cH:26][cH:27][cH:28][cH:29]1)(=[O:30])[c:31]1[cH:32][cH:33][cH:34][cH:35][cH:36]1.[C:1]([c:2]1[cH:3][cH:4][cH:5][cH:6][cH:7]1)(=[O:8])[O:9][c:10]1[c:11]([O:17][CH3:18])[cH:12][c:13]([CH3:16])[cH:14][cH:15]1>>[C:1]([c:2]1[cH:3][cH:4][cH:5][cH:6][cH:7]1)(=[O:8])[O:9][c:10]1[c:11]([O:17][CH3:18])[cH:12][c:13]([CH2:16][Br:37])[cH:14][cH:15]1. Procedure details: A mixture of 3 liters of water, 150 g of an active Bakers Yeast, 15 g of edible yeast and 10 g of sucrose were stirred at 32° C. A solution of 24 g of 8,8-dichloro-bicyclo[4.2.0]oct-2-en-7-one in 170 ml of ethanol was added dropwise over a 15 minute period, followed by a further 5 g of sucrose. After stirring for 45 minutes the reaction mixture was centrifuged to remove the yeast, which was washed with acetone and the washings combined with the aqueous product from the centrifuge. The combined p... As a reaction SMILES: O.C(O)[C@H]1O[C@H](O[C@]2(CO)O[C@H](CO)[C@@H](O)[C@@H]2O)[C@H](O)[C@@H](O)[C@@H]1O.[Cl:25][C:26]1([Cl:35])[CH:33]2[CH:28]([CH2:29][CH2:30][CH:31]=[CH:32]2)[C:27]1=[O:34]>C(O)C>[Cl:25][C:26]1([Cl:35])[C@@H:33]2[C@@H:28]([CH2:29][CH2:30][CH:31]=[CH:32]2)[C:27]1=[O:34].[Cl:25][C:26]1([Cl:35])[C@H:33]2[C@H:28]([CH2:29][CH2:30][CH:31]=[CH:32]2)[C@@H:27]1[OH:34]. Product: ClC1(C([C@@H]2CCC=C[C@H]12)=O)Cl ((1S,6R)-8,8-dichlorobicyclo[4.2.0]oct-2-en-7-one), ClC1([C@H]([C@H]2CCC=C[C@@H]12)O)Cl ((1R,6S,7S)-8,8-dichlorobicyclo[4.2.0]oct-2-en-7-ol). Reactants: ClC1(C(C2CCC=CC12)=O)Cl (8,8-dichloro-bicyclo[4.2.0]oct-2-en-7-one), C([C@@H]1[C@H]([C@@H]([C@H]([C@H](O1)O[C@]2([C@H]([C@@H]([C@H](O2)CO)O)O)CO)O)O)O)O (sucrose), O (water), C([C@@H]1[C@H]([C@@H]([C@H]([C@H](O1)O[C@]2([C@H]([C@@H]([C@H](O2)CO)O)O)CO)O)O)O)O (sucrose). Reaction conditions: temperature 32 celsius. Run in C(C)O (ethanol). Starting materials: N1=CC(=CC=C1)B(O)O (pyridin-3-ylboronic acid), C([O-])([O-])=O.[K+].[K+] (potassium carbonate), C1(CCCCC1)P(C1CCCCC1)C1CCCCC1 (tricyclohexylphosphine), ClC1=C(N=C(N=N1)C1=NN(C2=NC=CC=C21)CC2=C(C=CC=C2)F)N (6-chloro-3-[1-(2-fluorobenzyl)-1H-pyrazolo[3,4-b]pyridin-3-yl]-1,2,4-triazine-5-amine). The reagents and catalysts are C1=CC=C(C=C1)P([C-]2C=CC=C2)C3=CC=CC=C3.C1=CC=C(C=C1)P([C-]2C=CC=C2)C3=CC=CC=C3.Cl[Pd]Cl.[Fe+2] (1,1′-bis(diphenylphosphino)ferrocenepalladium(II) chloride). Run in O1CCOCC1 (dioxane). Conditions: time 10 minute. The product is FC1=C(CN2N=C(C=3C2=NC=CC3)C=3N=NC(=C(N3)N)C=3C=NC=CC3)C=CC=C1 (3-[1-(2-Fluorobenzyl)-1H-pyrazolo[3,4-b]pyridin-3-yl]-6-(pyridin-3-yl)-1,2,4-triazine-5-amine). The yield is 75.5%. Reaction SMILES: Cl[C:2]1[N:7]=[N:6][C:5]([C:8]2[C:16]3[C:11](=[N:12][CH:13]=[CH:14][CH:15]=3)[N:10]([CH2:17][C:18]3[CH:23]=[CH:22][CH:21]=[CH:20][C:19]=3[F:24])[N:9]=2)=[N:4][C:3]=1[NH2:25].[N:26]1[CH:31]=[CH:30][CH:29]=[C:28](B(O)O)[CH:27]=1.C(=O)([O-])[O-].[K+].[K+].C1(P(C2CCCCC2)C2CCCCC2)CCCCC1>O1CCOCC1.C1C=CC(P(C2C=CC=CC=2)[C-]2C=CC=C2)=CC=1.C1C=CC(P(C2C=CC=CC=2)[C-]2C=CC=C2)=CC=1.Cl[Pd]Cl.[Fe+2]>[F:24][C:19]1[CH:20]=[CH:21][CH:22]=[CH:23][C:18]=1[CH2:17][N:10]1[C:11]2=[N:12][CH:13]=[CH:14][CH:15]=[C:16]2[C:8]([C:5]2[N:6]=[N:7][C:2]([C:28]3[CH:27]=[N:26][CH:31]=[CH:30][CH:29]=3)=[C:3]([NH2:25])[N:4]=2)=[N:9]1 |f:2.3.4,7.8.9.10|. Procedure details: Under an argon atmosphere, 140 mg (purity 65%, 0.256 mmol) of 6-chloro-3-[1-(2-fluorobenzyl)-1H-pyrazolo[3,4-b]pyridin-3-yl]-1,2,4-triazine-5-amine were suspended in 5 ml of absolute dioxane. 94 mg (0.767 mmol) of pyridin-3-ylboronic acid, 1.023 ml (1.023 mmol) of 1N aqueous potassium carbonate solution and 14 mg (0.051 mmol) of tricyclohexylphosphine were added and argon was passed through the suspension for 10 min with stirring. Then, 28 mg (0.038 mmol) of 1,1′-bis(diphenylphosphino)ferrocenep... The reactants are C(C)(C)(C)C1=CC=C(C=C1)NC1=NC(=NC=C1F)NC=1C=CC2=C(CC(O2)C(=O)O)C1 (N4-(4-tert-butylphenyl)-5-fluoro-N2-(2,3-dihydro-2-carboxybenzofuran-5-yl)-2,4-pyrimidinediamine), C1OC=2C=C(C=CC2OC1)NC1=NC(=NC=C1F)NC=1C=CC2=C(C=C(O2)C(=O)OC)C1 (N4-(3,4-ethylenedioxyphenyl)-5-fluoro-N2-(2-methoxycarbonylbenzofuran-5-yl)-2,4-pyrimidinediamine), [Li+].[OH-] (LiOH). Product: C1OC=2C=C(C=CC2OC1)NC1=NC(=NC=C1F)NC=1C=CC2=C(C=C(O2)C(=O)O)C1 (N4-(3,4-ethylenedioxyphenyl)-5-fluoro-N2-(2-carboxybenzofuran-5-yl)-2,4-pyrimidinediamine). As a reaction SMILES: C(C1C=CC(NC2C(F)=CN=C(NC3C=CC4OC(C(O)=O)CC=4C=3)N=2)=CC=1)(C)(C)C.[CH2:32]1[CH2:41][O:40][C:39]2[CH:38]=[CH:37][C:36]([NH:42][C:43]3[C:48]([F:49])=[CH:47][N:46]=[C:45]([NH:50][C:51]4[CH:52]=[CH:53][C:54]5[O:58][C:57]([C:59]([O:61]C)=[O:60])=[CH:56][C:55]=5[CH:63]=4)[N:44]=3)=[CH:35][C:34]=2[O:33]1.[Li+].[OH-]>>[CH2:32]1[CH2:41][O:40][C:39]2[CH:38]=[CH:37][C:36]([NH:42][C:43]3[C:48]([F:49])=[CH:47][N:46]=[C:45]([NH:50][C:51]4[CH:52]=[CH:53][C:54]5[O:58][C:57]([C:59]([OH:61])=[O:60])=[CH:56][C:55]=5[CH:63]=4)[N:44]=3)=[CH:35][C:34]=2[O:33]1 |f:2.3|. Procedure details: In a manner similar to the preparation of N4-(4-tert-butylphenyl)-5-fluoro-N2-(2,3-dihydro-2-carboxybenzofuran-5-yl)-2,4-pyrimidinediamine, N4-(3,4-ethylenedioxyphenyl)-5-fluoro-N2-(2-methoxycarbonylbenzofuran-5-yl)-2,4-pyrimidinediamine and LiOH were reacted to yield N4-(3,4-ethylenedioxyphenyl)-5-fluoro-N2-(2-carboxybenzofuran-5-yl)-2,4-pyrimidinediamine. Reactants: [BH4-], CN(CCCc1ccccc1)C(=O)C(F)(F)F, CCO, [Na+], O. Product: CNCCCc1ccccc1. As a reaction SMILES: [BH4-:18].[CH3:1][N:2]([C:3](=[O:4])[C:5]([F:6])([F:7])[F:8])[CH2:9][CH2:10][CH2:11][c:12]1[cH:13][cH:14][cH:15][cH:16][cH:17]1.[CH3:20][CH2:21][OH:22].[Na+:19].[OH2:23]>>[CH3:1][NH:2][CH2:9][CH2:10][CH2:11][c:12]1[cH:13][cH:14][cH:15][cH:16][cH:17]1. Reactants: NC=1NC(C2=C(N1)C(=CN2)CC2=C(C=CC=C2)Cl)=O (2-amino-3,5-dihydro-7-(2-chlorophenylmethyl)-4H-pyrrolo[3,2-d]pyrimidin-4-one), O.NN (hydrazine monohydrate). Reagents/catalysts: [Pd] (Pd-C). Run in C(C)O (ethanol). Yields the product NC=1NC(C2=C(N1)C(=CN2)CC2=CC=CC=C2)=O (2-amino-3,5-dihydro-7-(phenylmethyl)-4H-pyrrolo[3,2-d]-pyrimidin-4-one). Reaction SMILES: [NH2:1][C:2]1[NH:3][C:4](=[O:19])[C:5]2[NH:10][CH:9]=[C:8]([CH2:11][C:12]3[CH:17]=[CH:16][CH:15]=[CH:14][C:13]=3Cl)[C:6]=2[N:7]=1.O.NN>C(O)C.[Pd]>[NH2:1][C:2]1[NH:3][C:4](=[O:19])[C:5]2[NH:10][CH:9]=[C:8]([CH2:11][C:12]3[CH:17]=[CH:16][CH:15]=[CH:14][CH:13]=3)[C:6]=2[N:7]=1 |f:1.2|. Procedure details: A solution of 2-amino-3,5-dihydro-7-(2-chlorophenylmethyl)-4H-pyrrolo[3,2-d]pyrimidin-4-one (0.5 g, 1.8 mmol) in hot ethanol (80 mL) is treated with 30% Pd-C (1.0 g) under N2 and then hydrazine monohydrate (1.5 mL) is added dropwise during a period of 10 minutes. The reaction mixture is held at reflux for 16 hours and then filtered hot through Celite. The filtrate is evaporated to dryness, and the residue triturated and sonicated with H2O (3 mL). The product is collected, washed with H2O and dri... Reactants: C(=O)C=1N(C(=C(N1)C1=CC=CC=C1)C1=CC=NC=C1)C (2-formyl-1-methyl-4-phenyl-5-[4-pyridyl]imidazole), [BH4-].[Na+] (NaBH4). The solvent is CO (MeOH). Reaction conditions: time 0.5 hour. Yields the product OCC=1N(C(=C(N1)C1=CC=CC=C1)C1=CC=NC=C1)C (2-Hydroxymethyl-1-methyl-4-phenyl-5-(4-pyridyl)imidazole), solid. Yield: 73.0%. RXN SMILES: [CH:1]([C:3]1[N:4]([CH3:20])[C:5]([C:14]2[CH:19]=[CH:18][N:17]=[CH:16][CH:15]=2)=[C:6]([C:8]2[CH:13]=[CH:12][CH:11]=[CH:10][CH:9]=2)[N:7]=1)=[O:2].[BH4-].[Na+]>CO>[OH:2][CH2:1][C:3]1[N:4]([CH3:20])[C:5]([C:14]2[CH:15]=[CH:16][N:17]=[CH:18][CH:19]=2)=[C:6]([C:8]2[CH:9]=[CH:10][CH:11]=[CH:12][CH:13]=2)[N:7]=1 |f:1.2|. Reported procedure: To a solution of 2-formyl-1-methyl-4-phenyl-5-[4-pyridyl]imidazole (0.830 g, 3.15 mmol) in MeOH at 0° C. was added NaBH4 (0.143 g, 3.78 mmol). The mixture was stirred at rt for 0.5 h when the solvent was evaporated in vacuo and the residue was partitioned between CH2Cl2 and H2O. The organic extract was washed with aqueous NaCl and dried (MgSO4). The solvent was removed in vacuo and the residue was purified by flash chromatography eluting with 25:1 CH2Cl2/MeOH. The title compound was obtained as ...